This data is from the Open Reaction Database (ORD), a public repository of structured organic reaction records. The task is: describe an organic reaction: reactants, conditions, products, and yield Reported procedure: To a suspension of Mg (155 mg, 6.38 mmol) and a few crystals of I2 in THF (3.1 mL), an aliquot of 1-bromoundecane (0.25 mL, 1.12 mmol) was added and the mixture was stirred at 60° C. until the red color of the solution disappeared. Then the remainder of 1-bromoundecane (0.46 mL, 2.07 mmol) was added and the reaction was stirred at room temperature for 1 h. The Grignard solution formed thereof was cooled down to 0° C. and a solution of aldehyde 4 (323.5 mg, 1.28 mmol) in THF (1.6 mL) was added vi... As a reaction SMILES: II.Br[CH2:4][CH2:5][CH2:6][CH2:7][CH2:8][CH2:9][CH2:10][CH2:11][CH2:12][CH2:13][CH3:14].[CH2:15]([N:22]([C@@H:30]([CH3:33])[CH:31]=[O:32])[CH2:23][C:24]1[CH:29]=[CH:28][CH:27]=[CH:26][CH:25]=1)[C:16]1[CH:21]=[CH:20][CH:19]=[CH:18][CH:17]=1>C1COCC1>[CH2:23]([N:22]([C@H:30]([C@H:31]([OH:32])[CH2:14][CH2:13][CH2:12][CH2:11][CH2:10][CH2:9][CH2:8][CH2:7][CH2:6][CH2:5][CH3:4])[CH3:33])[CH2:15][C:16]1[CH:21]=[CH:20][CH:19]=[CH:18][CH:17]=1)[C:24]1[CH:29]=[CH:28][CH:27]=[CH:26][CH:25]=1. The reactants are II (I2), BrCCCCCCCCCCC (1-bromoundecane), Mg, BrCCCCCCCCCCC (1-bromoundecane), C(C1=CC=CC=C1)N(CC1=CC=CC=C1)[C@H](C=O)C ((S)-2-(N,N-Dibenzylamino)-propionaldehyde). Yield: 44.7%. Reaction conditions: temperature 60 celsius. Solvent: C1CCOC1 (THF), C1CCOC1 (THF). Yields the product C(C1=CC=CC=C1)N(CC1=CC=CC=C1)[C@@H](C)[C@@H](CCCCCCCCCCC)O ((2S,3R)-2-(N,N-Dibenzylamino)-3-tetradecanol). Starting materials: Cc1cc(Br)ncc1C(Sc1ccc(Cl)cc1)c1cc(F)ccc1F, [Li]CCCC, CCCCCC, CN(C)C=O, Cc1ccccc1, CCOC(C)=O, O. The product is Cc1cc(C=O)ncc1C(Sc1ccc(Cl)cc1)c1cc(F)ccc1F. As a reaction SMILES: [Br:12][c:13]1[n:14][cH:15][c:16]([CH:20]([c:21]2[c:22]([F:28])[cH:23][cH:24][c:25]([F:27])[cH:26]2)[S:29][c:30]2[cH:31][cH:32][c:33]([Cl:36])[cH:34][cH:35]2)[c:17]([CH3:19])[cH:18]1.[CH2:7]([Li:8])[CH2:9][CH2:10][CH3:11].[CH3:1][CH2:2][CH2:3][CH2:4][CH2:5][CH3:6].[CH3:37][N:38]([CH:39]=[O:40])[CH3:41].[CH3:42][c:43]1[cH:44][cH:45][cH:46][cH:47][cH:48]1.[CH3:49][CH2:50][O:51][C:52](=[O:53])[CH3:54].[OH2:55]>>[c:13]1([CH:39]=[O:40])[n:14][cH:15][c:16]([CH:20]([c:21]2[c:22]([F:28])[cH:23][cH:24][c:25]([F:27])[cH:26]2)[S:29][c:30]2[cH:31][cH:32][c:33]([Cl:36])[cH:34][cH:35]2)[c:17]([CH3:19])[cH:18]1.